Dataset: the Open Reaction Database (ORD), a public repository of structured organic reaction records. Task: describe an organic reaction: reactants, conditions, products, and yield Starting materials: C1CCOC1, [Cl-], O=C(Nc1cnc(-c2ccncc2)c(Cl)n1)C1CC1, c1ccc(P(c2ccccc2)(c2ccccc2)[Pd](P(c2ccccc2)(c2ccccc2)c2ccccc2)(P(c2ccccc2)(c2ccccc2)c2ccccc2)P(c2ccccc2)(c2ccccc2)c2ccccc2)cc1, [Zn+]c1ncco1. Yields the product O=C(Nc1cnc(-c2ccncc2)c(-c2ncco2)n1)C1CC1. RXN SMILES: [CH2:27]1[O:28][CH2:29][CH2:30][CH2:31]1.[Cl-:1].[Cl:8][c:9]1[c:10](-[c:21]2[cH:22][cH:23][n:24][cH:25][cH:26]2)[n:11][cH:12][c:13]([NH:15][C:16](=[O:17])[CH:18]2[CH2:19][CH2:20]2)[n:14]1.[cH:32]1[cH:33][cH:34][c:35]([P:36]([Pd:37]([P:38]([c:39]2[cH:40][cH:41][cH:42][cH:43][cH:44]2)([c:45]2[cH:46][cH:47][cH:48][cH:49][cH:50]2)[c:51]2[cH:52][cH:53][cH:54][cH:55][cH:56]2)([P:57]([c:58]2[cH:59][cH:60][cH:61][cH:62][cH:63]2)([c:64]2[cH:65][cH:66][cH:67][cH:68][cH:69]2)[c:70]2[cH:71][cH:72][cH:73][cH:74][cH:75]2)[P:76]([c:77]2[cH:78][cH:79][cH:80][cH:81][cH:82]2)([c:83]2[cH:84][cH:85][cH:86][cH:87][cH:88]2)[c:89]2[cH:90][cH:91][cH:92][cH:93][cH:94]2)([c:95]2[cH:96][cH:97][cH:98][cH:99][cH:100]2)[c:101]2[cH:102][cH:103][cH:104][cH:105][cH:106]2)[cH:107][cH:108]1.[o:2]1[c:3]([Zn+:7])[n:4][cH:5][cH:6]1>>[o:2]1[c:3](-[c:9]2[c:10](-[c:21]3[cH:22][cH:23][n:24][cH:25][cH:26]3)[n:11][cH:12][c:13]([NH:15][C:16](=[O:17])[CH:18]3[CH2:19][CH2:20]3)[n:14]2)[n:4][cH:5][cH:6]1.